This data is from the Open Reaction Database (ORD), a public repository of structured organic reaction records. The task is: describe an organic reaction: reactants, conditions, products, and yield The reactants are [Na].OC(C#N)(C(F)(F)F)C(F)(F)F (2-hydroxy-3,3,3-trifluoro-2-trifluoromethylpropionitrile sodium salt), ClC1=CC=C(CCl)C=C1 (4-chlorobenzyl chloride). Solvent: CN(C=O)C (dimethylformamide). Run at time 5 day. The product is ClC1=CC=C(COC(C#N)(C(F)(F)F)C(F)(F)F)C=C1 (2-(4-chlorobenzyloxy)-3,3,3-trifluoro-2-trifluoromethylpropionitrile). As a reaction SMILES: [Na].[OH:2][C:3]([C:10]([F:13])([F:12])[F:11])([C:6]([F:9])([F:8])[F:7])[C:4]#[N:5].[Cl:14][C:15]1[CH:22]=[CH:21][C:18]([CH2:19]Cl)=[CH:17][CH:16]=1>CN(C)C=O>[Cl:14][C:15]1[CH:22]=[CH:21][C:18]([CH2:19][O:2][C:3]([C:6]([F:7])([F:9])[F:8])([C:10]([F:11])([F:12])[F:13])[C:4]#[N:5])=[CH:17][CH:16]=1 |f:0.1,^1:0|. Procedure: A mixture of 2-hydroxy-3,3,3-trifluoro-2-trifluoromethylpropionitrile sodium salt (43 g.), 4-chlorobenzyl chloride (25.6 g.) and dimethylformamide (200 ml.) is stirred at ambient temperature for 5 days, then evaporated in vacuo. Water is added to the residue, and the mixture is extracted with 1,2,2-trichloro-1,1,2-trifluoroethane. The extract is dried with sodium sulphate, and evaporated. The residue is distilled to give 2-(4-chlorobenzyloxy)-3,3,3-trifluoro-2-trifluoromethylpropionitrile, b.p. ... The reactants are NC=1C=NC2=CC=C(C=C2C1C1=C(C=CC=C1)Cl)Cl (3-amino-6-chloro-4-(2-chlorophenyl)quinoline), CSC1=NC(=CC(=C1N=C=O)SC)C (2,4-bis(methylthio)-6-methylpyridin-3-yl isocyanate), CN(C=O)C (dimethylformamide). Solvent: C(C)(=O)OCC (ethyl acetate). The product is CSC1=NC(=CC(=C1NC(NC1=NC2=CC=C(C=C2C(=C1)C1=C(C=CC=C1)Cl)Cl)=O)SC)C (3-{2,4-Bis(methylthio)-6-methylpyridin-3-yl}ureido-6-chloro-4-(2-chlorophenyl)quinoline). Isolated yield 45.0%. RXN SMILES: N[C:2]1[CH:3]=[N:4][C:5]2[C:10]([C:11]=1[C:12]1[CH:17]=[CH:16][CH:15]=[CH:14][C:13]=1[Cl:18])=[CH:9][C:8]([Cl:19])=[CH:7][CH:6]=2.[CH3:20][S:21][C:22]1[C:27]([N:28]=[C:29]=[O:30])=[C:26]([S:31][CH3:32])[CH:25]=[C:24]([CH3:33])[N:23]=1.C[N:35](C)C=O>C(OCC)(=O)C>[CH3:20][S:21][C:22]1[C:27]([NH:28][C:29](=[O:30])[NH:35][C:3]2[CH:2]=[C:11]([C:12]3[CH:17]=[CH:16][CH:15]=[CH:14][C:13]=3[Cl:18])[C:10]3[C:5](=[CH:6][CH:7]=[C:8]([Cl:19])[CH:9]=3)[N:4]=2)=[C:26]([S:31][CH3:32])[CH:25]=[C:24]([CH3:33])[N:23]=1. Procedure details: A solution of 3-amino-6-chloro-4-(2-chlorophenyl)quinoline (174 mg, 0.6 mmol) and 2,4-bis(methylthio)-6-methylpyridin-3-yl isocyanate (136 mg, 0.6 mmol) in 3 ml dimethylformamide was heated at 80° C. under nitrogen overnight. The reaction mixture was then cooled to room temperature, diluted with 30 ml ethyl acetate and washed with 2×30 ml water, 30 ml brine, dried (anhydrous sodium sulfate), filtered and concentrated in vacuo. The solid residue was triturated with 10 ml 4:1 hexane/ethyl acetate ... Reactants: CC(C)(C)C(=O)Nc1ncc2ccnc-2[nH]1, CCO, ClCCl. The product is Nc1ncc2ccnc-2[nH]1. As a reaction SMILES: [C:1](=[O:2])([C:3]([CH3:4])([CH3:5])[CH3:6])[NH:7][c:8]1[n:9][cH:10][c:11]2[cH:16][cH:15][n:14][c:12]-2[nH:13]1.[CH3:20][CH2:21][OH:22].[Cl:17][CH2:18][Cl:19]>>[NH2:7][c:8]1[n:9][cH:10][c:11]2[cH:16][cH:15][n:14][c:12]-2[nH:13]1. The reactants are C(C)(C)(C)C1=C(C(=CC(=C1)S)C)O (2-tert-butyl-6-methyl-4-mercaptophenol), C1(=CC=CC=C1)N1C(C=CC1=O)=O (N-phenylmaleimide). Solvent: C(C)N(CC)CC (triethylamine). Yields the product C1(=CC=CC=C1)N1C(C(CC1=O)SC1=CC(=C(C(=C1)C)O)C(C)(C)C)=O (N-Phenyl-2-(3-tert-butyl-5-methyl-4-hydroxyphenylthio)-succinimide). Yield: 89.0%. Reaction SMILES: [C:1]([C:5]1[CH:10]=[C:9]([SH:11])[CH:8]=[C:7]([CH3:12])[C:6]=1[OH:13])([CH3:4])([CH3:3])[CH3:2].[C:14]1([N:20]2[C:24](=[O:25])[CH:23]=[CH:22][C:21]2=[O:26])[CH:19]=[CH:18][CH:17]=[CH:16][CH:15]=1>C(N(CC)CC)C>[C:14]1([N:20]2[C:24](=[O:25])[CH2:23][CH:22]([S:11][C:9]3[CH:8]=[C:7]([CH3:12])[C:6]([OH:13])=[C:5]([C:1]([CH3:4])([CH3:3])[CH3:2])[CH:10]=3)[C:21]2=[O:26])[CH:15]=[CH:16][CH:17]=[CH:18][CH:19]=1. Reported procedure: The procedure of Example 1 is repeated using 9.82 grams of 2-tert-butyl-6-methyl-4-mercaptophenol, 8.66 grams of N-phenylmaleimide, and 0.5 grams of triethylamine. The residue is recrystallized from a heptane-toluene mixture to give 16.44 grams of a white solid, m.p. 158°-160° C. The reactants are C1CCOC1, CC(C)c1nn2ccccc2c1C=O, [K+], [K+], O=[Mn](=O)(=O)[O-], [OH-], O. Yields the product CC(C)c1nn2ccccc2c1C(=O)O. As a reaction SMILES: [CH2:23]1[O:24][CH2:25][CH2:26][CH2:27]1.[CH:1]([CH3:2])([CH3:3])[c:4]1[n:5][n:6]2[c:7]([cH:8][cH:9][cH:10][cH:11]2)[c:12]1[CH:13]=[O:14].[K+:20].[K+:22].[Mn:15](=[O:16])([O-:17])(=[O:18])=[O:19].[OH-:21].[OH2:28]>>[CH:1]([CH3:2])([CH3:3])[c:4]1[n:5][n:6]2[c:7]([cH:8][cH:9][cH:10][cH:11]2)[c:12]1[C:13](=[O:14])[OH:16].